From a dataset of the Open Reaction Database (ORD), a public repository of structured organic reaction records. describe an organic reaction: reactants, conditions, products, and yield Procedure details: 3 ml of an ethereal diazomethane solution (0.5 molar, 1.5 equivalents) are added in the course of about 10 minutes to a solution, cooled to 0° C., of 485 mg of 7β-phenoxyacetamido-3-hydroxy-3-cephem-4-carboxylic acid p-nitrobenzyl ester in 10 ml of dry chloroform. The pale yellow solution is stirred for 1 hour at 0° C., flushed with nitrogen in order to remove excess diazomethane and concentrated in vacuo. The residue is recrystallised from methylene chloride and gives 7β-phenoxyacetamido-3-meth... As a reaction SMILES: [N+](=[CH2:3])=[N-].[N+:4]([C:7]1[CH:37]=[CH:36][C:10]([CH2:11][O:12][C:13]([C:15]2[N:20]3[C:21](=[O:34])[C@@H:22]([NH:23][C:24](=[O:33])[CH2:25][O:26][C:27]4[CH:32]=[CH:31][CH:30]=[CH:29][CH:28]=4)[C@H:19]3[S:18][CH2:17][C:16]=2[OH:35])=[O:14])=[CH:9][CH:8]=1)([O-:6])=[O:5]>C(Cl)(Cl)Cl>[N+:4]([C:7]1[CH:8]=[CH:9][C:10]([CH2:11][O:12][C:13]([C:15]2[N:20]3[C:21](=[O:34])[C@@H:22]([NH:23][C:24](=[O:33])[CH2:25][O:26][C:27]4[CH:32]=[CH:31][CH:30]=[CH:29][CH:28]=4)[C@H:19]3[S:18][CH2:17][C:16]=2[O:35][CH3:3])=[O:14])=[CH:36][CH:37]=1)([O-:6])=[O:5]. The solvent is C(Cl)(Cl)Cl (chloroform). Run at temperature 0 celsius, time 1 hour. The product is [N+](=O)([O-])C1=CC=C(COC(=O)C2=C(CS[C@H]3N2C([C@H]3NC(COC3=CC=CC=C3)=O)=O)OC)C=C1 (7β-phenoxyacetamido-3-methoxy-3-cephem-4-carboxylic acid p-nitrobenzyl ester). The reactants are [N+](=[N-])=C (diazomethane), [N+](=O)([O-])C1=CC=C(COC(=O)C2=C(CS[C@H]3N2C([C@H]3NC(COC3=CC=CC=C3)=O)=O)O)C=C1 (7β-phenoxyacetamido-3-hydroxy-3-cephem-4-carboxylic acid p-nitrobenzyl ester). Starting materials: C(C)(C)(C)OC(N[C@@H]1COCC[C@H]1Br)=O (trans-(4-Bromo-tetrahydro-pyran-3-yl)-carbamic acid tert-butyl ester), C(C)(C)(C)OC(N[C@@H]1COCC[C@H]1Br)=O (trans-(4-Bromo-tetrahydro-pyran-3-yl)-carbamic acid tert-butyl ester), [H-].[Na+] (Sodium hydride). Run in CN(C=O)C (dimethylformamide). Run at time 2 hour. Yields the product C(C)(C)(C)OC(=O)N1C2CCOCC12 (3-Oxa-7-aza-bicyclo[4.1.0]heptane-7-carboxylic acid tert-butyl ester). Yield: 71.6%. RXN SMILES: [C:1]([O:5][C:6](=[O:15])[NH:7][C@H:8]1[C@H:13](Br)[CH2:12][CH2:11][O:10][CH2:9]1)([CH3:4])([CH3:3])[CH3:2].[H-].[Na+]>CN(C)C=O>[C:1]([O:5][C:6]([N:7]1[CH:8]2[CH:13]1[CH2:12][CH2:11][O:10][CH2:9]2)=[O:15])([CH3:4])([CH3:3])[CH3:2] |f:1.2|. Procedure: trans-(4-Bromo-tetrahydro-pyran-3-yl)-carbamic acid tert-butyl ester (intermediate D) (1.0 g, 3.5 mmol) was dissolved in 35 mL dimethylformamide. Sodium hydride (60%, 214 mg, 5.4 mmol) was added at 0° O. The reaction mixture was stirred at room temperature for 2 h. The reaction mixture was quenched by careful addition of water. The mixture was extracted three times with diethylether. The combined organic phases were dried on sodium sulfate, filtered and evaporated. Purification of the residue by... The reactants are ClC=1C=CC(=C(C1)CC1=CC=CC(=N1)C(=O)OCC)OCC(=C)C (Ethyl 6-({5-chloro-2-[(2-methyl-2-propen-1-yl)oxy]phenyl}methyl)-2-pyridinecarboxylate). Run in C(C)O (ethanol), [OH-].[Na+] (sodium hydroxide). The product is ClC=1C=CC(=C(C1)CC1=CC=CC(=N1)C(=O)O)OCC(=C)C (6-({5-Chloro-2-[(2-methyl-2-propen-1-yl)oxy]phenyl}methyl)-2-pyridinecarboxylic acid). Isolated yield 70.3%. RXN SMILES: [Cl:1][C:2]1[CH:3]=[CH:4][C:5]([O:20][CH2:21][C:22]([CH3:24])=[CH2:23])=[C:6]([CH2:8][C:9]2[N:14]=[C:13]([C:15]([O:17]CC)=[O:16])[CH:12]=[CH:11][CH:10]=2)[CH:7]=1>C(O)C.[OH-].[Na+]>[Cl:1][C:2]1[CH:3]=[CH:4][C:5]([O:20][CH2:21][C:22]([CH3:24])=[CH2:23])=[C:6]([CH2:8][C:9]2[N:14]=[C:13]([C:15]([OH:17])=[O:16])[CH:12]=[CH:11][CH:10]=2)[CH:7]=1 |f:2.3|. Procedure details: Ethyl 6-({5-chloro-2-[(2-methyl-2-propen-1-yl)oxy]phenyl}methyl)-2-pyridinecarboxylate (60 mg, 0.17 mmol) was stirred at 60° C. for 2 hours in ethanol (3 ml) and 2M sodium hydroxide solution (0.4 ml). The reaction mixture was cooled and evaporated. The residue was diluted with water and extracted with diethyl ether. The aqueous phase was then acidified with glacial acetic acid and extracted with ethyl acetate (2×20 ml), dried (MgSO4) and evaporated to give the title compound as a yellow oil (38 ... The reactants are C(C)NCC (diethylamine), FC1=CC=C(C=C1)C(NC(=O)[C@H]1[C@@H](C[C@@H](CC1)NC(CCl)=O)C1=CC=C(C=C1)Br)C1=CC=C(C=C1)F ((1R,2R,4R)—N-[bis(4-fluorophenyl)methyl]-2-(4-bromophenyl)-4-[(chloroacetyl)amino]-cyclo-hexanecarboxamide), C(=O)(C(F)(F)F)O (TFA). The solvent is CN(C)C=O (DMF). Conditions: temperature 60 celsius, time 8 hour. The product is FC(C(=O)[O-])(F)F.FC1=CC=C(C=C1)C(C1=CC=C(C=C1)F)NC(=O)[C@H]1[C@@H](C[C@@H](CC1)NC(C[NH+](CC)CC)=O)C1=CC=C(C=C1)Br (2-{[(1R,3R,4R)-4-({[bis(4-Fluorophenyl)methyl]amino}carbonyl)-3-(4-bromophenyl)cyclohexyl]-amino}-N,N-diethyl-2-oxoethanaminium trifluoroacetate). Reaction SMILES: [F:1][C:2]1[CH:7]=[CH:6][C:5]([CH:8]([C:30]2[CH:35]=[CH:34][C:33]([F:36])=[CH:32][CH:31]=2)[NH:9][C:10]([C@@H:12]2[CH2:17][CH2:16][C@@H:15]([NH:18][C:19](=[O:22])[CH2:20]Cl)[CH2:14][C@H:13]2[C:23]2[CH:28]=[CH:27][C:26]([Br:29])=[CH:25][CH:24]=2)=[O:11])=[CH:4][CH:3]=1.[CH2:37]([NH:39][CH2:40][CH3:41])[CH3:38].[C:42]([OH:48])([C:44]([F:47])([F:46])[F:45])=[O:43]>CN(C=O)C>[F:45][C:44]([F:47])([F:46])[C:42]([O-:48])=[O:43].[F:1][C:2]1[CH:7]=[CH:6][C:5]([CH:8]([NH:9][C:10]([C@@H:12]2[CH2:17][CH2:16][C@@H:15]([NH:18][C:19](=[O:22])[CH2:20][NH+:39]([CH2:40][CH3:41])[CH2:37][CH3:38])[CH2:14][C@H:13]2[C:23]2[CH:28]=[CH:27][C:26]([Br:29])=[CH:25][CH:24]=2)=[O:11])[C:30]2[CH:35]=[CH:34][C:33]([F:36])=[CH:32][CH:31]=2)=[CH:4][CH:3]=1 |f:4.5|. Procedure details: The product of Example 55 (9.2 mg, 0.016 mmol) was dissolved in DMF (0.5 mL), and diethylamine (8 mg, 0.112 mmol) was added. The reaction was heated at 60° C. for 3 h and then aged at rt overnight. TFA (20 μL) was added, and the reaction was purified by RP HPLC on a C18 column by eluting with 10-100% MeCN/water (0.05% TFA). Concentration of the desired fractions afforded the title compound. HPLC/MS: 612.2/614.2 (M+1); Rt=3.04 min. Reactants: NC1=NC(=C(N=C1C=O)Cl)SCC(=O)OC (2-amino-5-chloro-3-formyl-6-(methoxycarbonylmethylthio)pyrazine), C(CC)N (n-propylamine). Product: ClC=1N=C(C(=NC1SCC(=O)OC)N)C=NCCC (5-Chloro-6-methoxycarbonylmethylthio-3-[(n-propylimino)methyl]pyrazineamin). RXN SMILES: [NH2:1][C:2]1[C:7]([CH:8]=O)=[N:6][C:5]([Cl:10])=[C:4]([S:11][CH2:12][C:13]([O:15][CH3:16])=[O:14])[N:3]=1.[CH2:17]([NH2:20])[CH2:18][CH3:19]>>[Cl:10][C:5]1[N:6]=[C:7]([CH:8]=[N:20][CH2:17][CH2:18][CH3:19])[C:2]([NH2:1])=[N:3][C:4]=1[S:11][CH2:12][C:13]([O:15][CH3:16])=[O:14]. Procedure details: Following the procedures described above in Example 6, Step B, but employing instead 2-amino-5-chloro-3-formyl-6-(methoxycarbonylmethylthio)pyrazine (100 mg; 0.382 mMol) prepared in Step A, and n-propylamine (27 mg; 0.382 mMol and 20% excess), the title compound was prepared (80 mg). Elemental Analysis for C11H15N4O2ClS: